Dataset: the Open Reaction Database (ORD), a public repository of structured organic reaction records. Task: describe an organic reaction: reactants, conditions, products, and yield Reactants: C(CCC)C1=NC(=C(N1CC1=CC=C(C=C1)C1=C(C=CC=C1)C1=NN=NN1C(C)OCC)C(O)C1=NC(=CC=C1)C(OC)OC)Cl ({2-butyl-5-chloro-3-[(2'-(1-(1-ethoxyethyl)-1H-tetrazol-5-yl)biphenyl-4-yl)methyl]-3H-imidazol-4-yl}[6-(dimethoxymethyl)pyridin-2-yl]methanol). Reagents/catalysts: [O-2].[O-2].[Mn+4] (manganese dioxide). Run in C(Cl)Cl (methylene chloride). Reaction conditions: time 5 hour. Product: C(CCC)C1=NC(=C(N1CC1=CC=C(C=C1)C1=C(C=CC=C1)C1=NN=NN1C(C)OCC)C(=O)C1=NC(=CC=C1)C(OC)OC)Cl ({2-butyl-5-chloro-3-[(2'-(1-(1-ethoxyethyl)-1H-tetrazol-5-yl)biphenyl-4-yl)methyl]-3H-imidazol-4-yl}[6-(dimethoxymethyl)pyridin-2-yl]methanone). Yield: 92.8%. As a reaction SMILES: [CH2:1]([C:5]1[N:9]([CH2:10][C:11]2[CH:16]=[CH:15][C:14]([C:17]3[CH:22]=[CH:21][CH:20]=[CH:19][C:18]=3[C:23]3[N:27]([CH:28]([O:30][CH2:31][CH3:32])[CH3:29])[N:26]=[N:25][N:24]=3)=[CH:13][CH:12]=2)[C:8]([CH:33]([C:35]2[CH:40]=[CH:39][CH:38]=[C:37]([CH:41]([O:44][CH3:45])[O:42][CH3:43])[N:36]=2)[OH:34])=[C:7]([Cl:46])[N:6]=1)[CH2:2][CH2:3][CH3:4]>C(Cl)Cl.[O-2].[O-2].[Mn+4]>[CH2:1]([C:5]1[N:9]([CH2:10][C:11]2[CH:12]=[CH:13][C:14]([C:17]3[CH:22]=[CH:21][CH:20]=[CH:19][C:18]=3[C:23]3[N:27]([CH:28]([O:30][CH2:31][CH3:32])[CH3:29])[N:26]=[N:25][N:24]=3)=[CH:15][CH:16]=2)[C:8]([C:33]([C:35]2[CH:40]=[CH:39][CH:38]=[C:37]([CH:41]([O:42][CH3:43])[O:44][CH3:45])[N:36]=2)=[O:34])=[C:7]([Cl:46])[N:6]=1)[CH2:2][CH2:3][CH3:4] |f:2.3.4|. Procedure: 399.7 mg (0.619 mmole) of the compound obtained in step 1 was dissolved in 7 ml of methylene chloride and to the resulting solution was added 890 mg (10.2 mmole) of manganese dioxide. The mixture was stirred for 5 hours at room temperature and the resultant was removed from the solvent and purified with silica gel column chromatography to obtain 370 mg of the title compound (yield 93%). Starting materials: CO, [H][H], c1ccc(CCCCCn2ccc3c(OCc4ccccc4)cccc32)cc1. Yields the product Oc1cccc2c1ccn2CCCCCc1ccccc1. As a reaction SMILES: [CH3:31][OH:32].[H:29][H:30].[c:1]1([CH2:7][CH2:8][CH2:9][CH2:10][CH2:11][n:12]2[cH:13][cH:14][c:15]3[c:16]([O:21][CH2:22][c:23]4[cH:24][cH:25][cH:26][cH:27][cH:28]4)[cH:17][cH:18][cH:19][c:20]23)[cH:2][cH:3][cH:4][cH:5][cH:6]1>>[c:1]1([CH2:7][CH2:8][CH2:9][CH2:10][CH2:11][n:12]2[cH:13][cH:14][c:15]3[c:16]([OH:21])[cH:17][cH:18][cH:19][c:20]23)[cH:2][cH:3][cH:4][cH:5][cH:6]1. Reactants: BrC1=C(C=C(C=C1)O)C (4-bromo-3-methylphenol), C(C)(=O)O (acetic acid), [N+](=O)(O)[O-] (nitric acid). Run in O (water). Run at temperature 2.5 celsius. Product: BrC1=C(C(=C(C=C1)O)[N+](=O)[O-])C (4-bromo-3-methyl-2-nitrophenol). The yield is 13.7%. RXN SMILES: [Br:1][C:2]1[CH:7]=[CH:6][C:5]([OH:8])=[CH:4][C:3]=1[CH3:9].C(O)(=O)C.[N+:14]([O-])([OH:16])=[O:15]>O>[Br:1][C:2]1[CH:7]=[CH:6][C:5]([OH:8])=[C:4]([N+:14]([O-:16])=[O:15])[C:3]=1[CH3:9]. Procedure details: A mixture of 10.0 g (53.5 mmol) of 4-bromo-3-methylphenol, 50 ml of acetic acid and 10 ml of water was stirred under cooling at 0 to 5° C. To the resulting mixture was dropwise added 3.71 g (58.8 mmol) of 70% nitric acid. After completion of the dropwise addition, the mixture was stirred at room temperature for about an hour. The reaction solution was then poured onto ice water. The mixture was extracted three times with diethyl ether. The combined extracts were washed with water. After drying o... Reactants: C(C1=CC=CC=C1)OCC(C(=O)O)(C)C (3-benzyloxy-2,2-dimethylpropionic acid), S(=O)(Cl)Cl (thionyl chloride). Product: C(C1=CC=CC=C1)OCC(C(=O)Cl)(C)C (3-benzyloxy-2,2-dimethylpropionyl chloride). As a reaction SMILES: [CH2:1]([O:8][CH2:9][C:10]([CH3:15])([CH3:14])[C:11](O)=[O:12])[C:2]1[CH:7]=[CH:6][CH:5]=[CH:4][CH:3]=1.S(Cl)([Cl:18])=O>>[CH2:1]([O:8][CH2:9][C:10]([CH3:15])([CH3:14])[C:11]([Cl:18])=[O:12])[C:2]1[CH:7]=[CH:6][CH:5]=[CH:4][CH:3]=1. Reported procedure: The obtained carboxylic acid (3.0 g) was reacted with 4 ml of thionyl chloride, and 3-benzyloxy-2,2-dimethylpropionyl chloride was obtained quantitatively as an oily material. Reactants: ClC(COC(NC=1N(N=C(C1)C(C)(C)C)C)=O)(Cl)Cl ((5-tert-butyl-2-methyl-2H-pyrazol-3-yl)-carbamic acid 2,2,2-trichloro-ethyl ester), FC1=CC=C2[C@@H](CC[C@@H](C2=C1)N)OC=1C=CC=2N(C1)C(=NN2)C(C)C ((1S,4R)-7-Fluoro-4-(3-isopropyl-[1,2,4]triazolo[4,3-a]pyridin-6-yloxy)-1,2,3,4-tetrahydronaphthalen-1-ylamine), ClC(COC(NC=1N(N=C(C1)C(C)(C)C)C)=O)(Cl)Cl ((5-tert-butyl-2-methyl-2H-pyrazol-3-yl)-carbamic acid 2,2,2-trichloro-ethyl ester), CCN(C(C)C)C(C)C (DIPEA). The reagents and catalysts are CCN(C(C)C)C(C)C (DIPEA). Solvent: O1CCOCC1 (1,4-dioxane). The product is C(C)(C)(C)C=1C=C(N(N1)C)NC(=O)N[C@H]1CC[C@H](C2=CC=C(C=C12)F)OC=1C=CC=2N(C1)C(=NN2)C(C)C (1-(5-tert-Butyl-2-methyl-2H-pyrazol-3-yl)-3-[(1S,4R)-7-fluoro-4-(3-isopropyl-[1,2,4]triazolo[4,3-a]pyridin-6-yloxy)-1,2,3,4-tetrahydro-naphthalen-1-yl]-urea). Isolated yield 63.1%. Reaction SMILES: [F:1][C:2]1[CH:11]=[C:10]2[C:5]([C@H:6]([O:13][C:14]3[CH:15]=[CH:16][C:17]4[N:18]([C:20]([CH:23]([CH3:25])[CH3:24])=[N:21][N:22]=4)[CH:19]=3)[CH2:7][CH2:8][C@@H:9]2[NH2:12])=[CH:4][CH:3]=1.ClC(Cl)(Cl)C[O:29][C:30](=O)[NH:31][C:32]1[N:33]([CH3:41])[N:34]=[C:35]([C:37]([CH3:40])([CH3:39])[CH3:38])[CH:36]=1.CCN(C(C)C)C(C)C>O1CCOCC1.CCN(C(C)C)C(C)C>[C:37]([C:35]1[CH:36]=[C:32]([NH:31][C:30]([NH:12][C@@H:9]2[C:10]3[C:5](=[CH:4][CH:3]=[C:2]([F:1])[CH:11]=3)[C@H:6]([O:13][C:14]3[CH:15]=[CH:16][C:17]4[N:18]([C:20]([CH:23]([CH3:25])[CH3:24])=[N:21][N:22]=4)[CH:19]=3)[CH2:7][CH2:8]2)=[O:29])[N:33]([CH3:41])[N:34]=1)([CH3:40])([CH3:38])[CH3:39]. Reported procedure: Intermediate 19b (85.0 mg, 0.250 mmol) and (5-tert-butyl-2-methyl-2H-pyrazol-3-yl)-carbamic acid 2,2,2-trichloro-ethyl ester (US2004/192653, 99 mg, 0.300 mmol) were dissolved in 1,4-dioxane (3 mL) and DIPEA (70 μL, 0.400 mmol). The reaction was heated at reflux for 1.75 h, then more (5-tert-butyl-2-methyl-2H-pyrazol-3-yl)-carbamic acid 2,2,2-trichloro-ethyl ester (35 mg, 0.100 mmol) and DIPEA (3 drops) were added. After a further 4 h the mixture was concentrated in vacuo. The residue was purifie... The product is CCCCCCCCCCCCC(=O)N1CCCCC1CNC(=O)OC(C)(C)C. The reactants are CC(C)(C)OC(=O)NCC1CCCCN1, CCCCCCCCCCCCC(=O)Cl, ClCCl, O. Reaction SMILES: [C:16]([CH3:17])([CH3:18])([CH3:19])[O:20][C:21](=[O:22])[NH:23][CH2:24][CH:25]1[NH:26][CH2:27][CH2:28][CH2:29][CH2:30]1.[C:1]([CH2:2][CH2:3][CH2:4][CH2:5][CH2:6][CH2:7][CH2:8][CH2:9][CH2:10][CH2:11][CH2:12][CH3:13])(=[O:14])[Cl:15].[CH2:32]([Cl:33])[Cl:34].[OH2:31]>>[C:1]([CH2:2][CH2:3][CH2:4][CH2:5][CH2:6][CH2:7][CH2:8][CH2:9][CH2:10][CH2:11][CH2:12][CH3:13])(=[O:14])[N:26]1[CH:25]([CH2:24][NH:23][C:21]([O:20][C:16]([CH3:17])([CH3:18])[CH3:19])=[O:22])[CH2:30][CH2:29][CH2:28][CH2:27]1. Reactants: C(#N)CCOCCCCO (4-(2-cyanoethoxy)-1-butanol), C(CCCO)O (1,4-butanediol), C(C=C)#N (acrylonitrile). Yields the product C(C=C)(=O)OCCCCOCCC#N (4-(2-Cyanoethoxy)butyl Acrylate). RXN SMILES: [C:1]([CH2:3][CH2:4][O:5][CH2:6][CH2:7][CH2:8][CH2:9][OH:10])#[N:2].C(O)[CH2:12][CH2:13][CH2:14][OH:15].C(#N)C=C>>[C:14]([O:10][CH2:9][CH2:8][CH2:7][CH2:6][O:5][CH2:4][CH2:3][C:1]#[N:2])(=[O:15])[CH:13]=[CH2:12]. Reported procedure: Following the procedures described in Example 1, 4-(2-cyanoethoxy)-1-butanol (bp 148°-152° C./4.5 mm Hg) is prepared from 1,4-butanediol and acrylonitrile, acrylation of which gives the desired product. Starting materials: FC=1C=CC(=C(C1)C1N(CCC1)C=1C=CC(=NC1)N)O[C@H]1COCC1 (5-(2-(5-fluoro-2-(((R)-tetrahydrofuran-3-yl)oxy)phenyl)pyrrolidin-1-yl)pyridin-2-amine), C(C)OC(CBr)=O (Ethylbromoacetate), CO (methanol), CN(C)C(OC)OC (DMF-DMA). Solvent: C1(=CC=CC=C1)C (toluene). Run at temperature 120 celsius, time 2 hour. Product: C(C)OC(=O)C1=CN=C2N1C=C(C=C2)N2C(CCC2)C2=C(C=CC(=C2)F)O[C@H]2COCC2 (Ethyl-6-(2-(5-fluoro-2-(((R)-tetrahydrofuran-3-yl)oxy)phenyl)pyrrolidin-1-yl)imidazo[1,2-a]pyridine-3-carboxylate). Reaction SMILES: [F:1][C:2]1[CH:3]=[CH:4][C:5]([O:20][C@@H:21]2[CH2:25][CH2:24][O:23][CH2:22]2)=[C:6]([CH:8]2[CH2:12][CH2:11][CH2:10][N:9]2[C:13]2[CH:14]=[CH:15][C:16]([NH2:19])=[N:17][CH:18]=2)[CH:7]=1.[CH3:26]N(C(OC)OC)C.[CH2:34]([O:36][C:37](=[O:40])[CH2:38]Br)[CH3:35].CO>C1(C)C=CC=CC=1>[CH2:34]([O:36][C:37]([C:38]1[N:17]2[CH:18]=[C:13]([N:9]3[CH2:10][CH2:11][CH2:12][CH:8]3[C:6]3[CH:7]=[C:2]([F:1])[CH:3]=[CH:4][C:5]=3[O:20][C@@H:21]3[CH2:25][CH2:24][O:23][CH2:22]3)[CH:14]=[CH:15][C:16]2=[N:19][CH:26]=1)=[O:40])[CH3:35]. Procedure: To stirred solution of 5-(2-(5-fluoro-2-(((R)-tetrahydrofuran-3-yl)oxy)phenyl)pyrrolidin-1-yl)pyridin-2-amine (2.4 g, 69.97 mmol) in dry toluene (6 ml) was added DMF-DMA (1.87 ml, 13.99 mmol) under N2 atm and stirred for 2 h at 120° C. during which complete consumption of starting material was observed by TLC, cool it to 10° C. then added Ethylbromoacetate (1.66 ml, 14.69 mmol) drop wise and methanol (2 ml) was added under N2 atm then stirred for 16 h at 120° C. Reaction mixture was cooled to ro... Reactants: CN(C1=CC=C(C=C1)N=NC=1SC2=C(N1)C=CC(=C2)OC)C (2-(p-dimethylaminophenylazo)-6-methoxybenzothiazole), C1(=CC=C(C=C1)S(=O)(=O)OC)C (methyl p-toluenesulfonate), CC=1C=CC(=CC1)S(=O)(=O)C (methyl p-toluene sulfonate), dye base. Conditions: time 10 minute. Product: C1(=CC=C(C=C1)S(=O)(=O)[O-])C.CN(C1=CC=C(C=C1)N=NC=1SC2=C([N+]1C)C=CC(=C2)OC)C (2-(p-Dimethylaminophenylazo)-6-methoxy-3-Methylbenzothiazolium p-Toluenesulfonate). Reaction SMILES: [CH3:1][N:2]([CH3:22])[C:3]1[CH:8]=[CH:7][C:6]([N:9]=[N:10][C:11]2[S:12][C:13]3[CH:19]=[C:18]([O:20][CH3:21])[CH:17]=[CH:16][C:14]=3[N:15]=2)=[CH:5][CH:4]=1.[CH3:23]C1C=CC(S(C)(=O)=O)=CC=1.[C:34]1([CH3:45])[CH:39]=[CH:38][C:37]([S:40]([O:43]C)(=[O:42])=[O:41])=[CH:36][CH:35]=1>>[C:34]1([CH3:45])[CH:35]=[CH:36][C:37]([S:40]([O-:43])(=[O:41])=[O:42])=[CH:38][CH:39]=1.[CH3:1][N:2]([CH3:22])[C:3]1[CH:4]=[CH:5][C:6]([N:9]=[N:10][C:11]2[S:12][C:13]3[CH:19]=[C:18]([O:20][CH3:21])[CH:17]=[CH:16][C:14]=3[N+:15]=2[CH3:23])=[CH:7][CH:8]=1 |f:3.4|. Procedure: A mixture of 17.3 pounds (25.2 moles) of 2-(p-dimethylaminophenylazo)-6-methoxybenzothiazole and 51.6 pounds of dextrine were blended in a 4.6 ft. Littleford-Lodige precision blender, heated to about 80°-85° C, and 10.3 pounds (25.1 moles) of methyl p-toluene sulfonate added thereto portion wise over a period of about 10 minutes so that the temperature did not exceed about 90° C. The reaction mixture was then blended for an additional 30 minutes at 85°-90° C. The product was obtained in high yie...